From a dataset of the Open Reaction Database (ORD), a public repository of structured organic reaction records. describe an organic reaction: reactants, conditions, products, and yield Reactants: BrC=1C=C(C(=CC1)O)O (4-bromo-1,2-benzenediol), [Na] (sodium), C1(=CC=CC=C1)S(=O)O (benzenesulphinic acid). Yields the product BrC=1C=C(C(=CC1S(=O)(=O)C1=CC=CC=C1)O)O (4-bromo-5-(phenylsulphonyl)-1,2-benzenediol). As a reaction SMILES: [Br:1][C:2]1[CH:3]=[C:4]([OH:9])[C:5]([OH:8])=[CH:6][CH:7]=1.[Na].[C:11]1([S:17]([OH:19])=[O:18])[CH:16]=[CH:15][CH:14]=[CH:13][CH:12]=1>>[Br:1][C:2]1[CH:3]=[C:4]([OH:9])[C:5]([OH:8])=[CH:6][C:7]=1[S:17]([C:11]1[CH:16]=[CH:15][CH:14]=[CH:13][CH:12]=1)(=[O:19])=[O:18] |^1:9|. Procedure: 48.0 g of 4-bromo-1,2-benzenediol [cf. W. Rosermund, Ber. 62, 1262 and so forth (1923)] are oxidatively condensed with 33.4 g of the sodium salt of benzenesulphinic acid in a manner analogous to that described in Example 5a). Crystallisation from 1,2-dichloroethane yields 4-bromo-5-(phenylsulphonyl)-1,2-benzenediol in the form of colourless crystals having a melting point of 166°-168°. Reactants: potassium tert.-butylate, ClC1=CC=C(C=C1)N1N=C(C=C1)OCC(C)=O (1-[1-(4-chlorophenyl)pyrazol-3-yl]oxypropan-2-one), C(C)OP(=O)(OCC)C\C(\C(=O)OC)=N/OC (methyl (2Z)-3-diethoxyphosphoryl-2-methoxyimino-propanoate), dimethoxy. The solvent is C1CCOC1 (THF). Yields the product ClC1=CC=C(C=C1)N1N=C(C=C1)OC\C(=C/C(/C(=O)OC)=N\OC)\C (Methyl(Z,2E)-5-[1-(4-chlorophenyl)pyrazol-3-yl]oxy-2-methoxyimino-4-methyl-pent-3-enoate). RXN SMILES: [Cl:1][C:2]1[CH:7]=[CH:6][C:5]([N:8]2[CH:12]=[CH:11][C:10]([O:13][CH2:14][C:15](=O)[CH3:16])=[N:9]2)=[CH:4][CH:3]=1.C(OP([CH2:26]/[C:27](=[N:32]\[O:33][CH3:34])/[C:28]([O:30][CH3:31])=[O:29])(OCC)=O)C>C1COCC1>[Cl:1][C:2]1[CH:3]=[CH:4][C:5]([N:8]2[CH:12]=[CH:11][C:10]([O:13][CH2:14]/[C:15](/[CH3:16])=[CH:26]\[C:27](=[N:32]/[O:33][CH3:34])\[C:28]([O:30][CH3:31])=[O:29])=[N:9]2)=[CH:6][CH:7]=1. Procedure: To 5.26 g (21.0 mmol) 1-[1-(4-chlorophenyl)pyrazol-3-yl]oxypropan-2-one and 7.20 g (26.9 mmol) methyl (2Z)-3-diethoxyphosphoryl-2-methoxyimino-propanoate (which can be prepared as described for the dimethoxy derivative [(Tetrahedron Let 29, 3361-3364 (1988)] in 100 ml THF have been added at ambient temperature with stirring 2.59 g (23.1 mmol) potassium tert.-butylate. Stirring was continued over night. After removal of the solvent in vacuo the mixture was purified by chromatography on silica wit... The reactants are C(C)(=O)C(C(=O)NC(C)C=1C(NC(=NN1)CC1=CC(=C(C=C1)OC)OC)=O)C\C=C\C1=CC=CC=C1 ((4E)-2-acetyl-N-{1-[3-(3,4-di-methoxybenzyl)-5-oxo-4,5-dihydro-1,2,4-triazin-6-yl]ethyl}-5-phenyl-4-pentenamide), P(=O)(Cl)(Cl)Cl (phosphorus oxychloride). Product: C(C)(=O)C(C\C=C\C1=CC=CC=C1)C1=NC(=C2C(NC(=NN21)CC2=CC(=C(C=C2)OC)OC)=O)C (7-[(3E)-1-acetyl-4-phenyl-3-butenyl]-2-(3,4-dimethoxybenzyl)-5-methylimidazo[5,1-f][1,2,4]-triazin-4(3H)-one). Reaction SMILES: [C:1]([CH:4]([CH2:28]/[CH:29]=[CH:30]/[C:31]1[CH:36]=[CH:35][CH:34]=[CH:33][CH:32]=1)[C:5]([NH:7][CH:8]([C:10]1[C:11](=[O:27])[NH:12][C:13]([CH2:16][C:17]2[CH:22]=[CH:21][C:20]([O:23][CH3:24])=[C:19]([O:25][CH3:26])[CH:18]=2)=[N:14][N:15]=1)[CH3:9])=O)(=[O:3])[CH3:2].P(Cl)(Cl)(Cl)=O>>[C:1]([CH:4]([C:5]1[N:15]2[C:10]([C:11](=[O:27])[NH:12][C:13]([CH2:16][C:17]3[CH:22]=[CH:21][C:20]([O:23][CH3:24])=[C:19]([O:25][CH3:26])[CH:18]=3)=[N:14]2)=[C:8]([CH3:9])[N:7]=1)[CH2:28]/[CH:29]=[CH:30]/[C:31]1[CH:36]=[CH:35][CH:34]=[CH:33][CH:32]=1)(=[O:3])[CH3:2]. Procedure: Analogously to Example 1, 540 mg (1.10 mmol) of (4E)-2-acetyl-N-{1-[3-(3,4-di-methoxybenzyl)-5-oxo-4,5-dihydro-1,2,4-triazin-6-yl]ethyl}-5-phenyl-4-pentenamide and 540 mg (3.50 mmol) of phosphorus oxychloride are reacted to give 7-[(3E)-1-acetyl-4-phenyl-3-butenyl]-2-(3,4-dimethoxybenzyl)-5-methylimidazo[5,1-f][1,2,4]-triazin-4(3H)-one. The reactants are CCOC(=N)CS(=O)(=O)c1ccccc1, ClC(Cl)Cl, Cl, NNC(=O)c1ccco1. Yields the product NC(CS(=O)(=O)c1ccccc1)=NNC(=O)c1ccco1. Reaction SMILES: [CH2:2]([O:3][C:5]([CH2:6][S:7](=[O:8])(=[O:9])[c:10]1[cH:11][cH:12][cH:13][cH:14][cH:15]1)=[NH:16])[CH3:4].[CH:26]([Cl:27])([Cl:28])[Cl:29].[ClH:1].[o:17]1[c:18]([C:22](=[O:23])[NH:24][NH2:25])[cH:19][cH:20][cH:21]1>>[C:5]([CH2:6][S:7](=[O:8])(=[O:9])[c:10]1[cH:11][cH:12][cH:13][cH:14][cH:15]1)([NH2:16])=[N:25][NH:24][C:22]([c:18]1[o:17][cH:21][cH:20][cH:19]1)=[O:23].